Dataset: the Open Reaction Database (ORD), a public repository of structured organic reaction records. Task: describe an organic reaction: reactants, conditions, products, and yield The reactants are CI, [H-], [Na+], CN(C)C=O, Cn1ccnc1C1(O)CCN(C(=O)OC(C)(C)C)CC1. Product: COC1(c2nccn2C)CCN(C(=O)OC(C)(C)C)CC1. RXN SMILES: [CH3:23][I:24].[H-:22].[Na+:21].[O:25]=[CH:26][N:27]([CH3:28])[CH3:29].[OH:1][C:2]1([c:15]2[n:16]([CH3:20])[cH:17][cH:18][n:19]2)[CH2:3][CH2:4][N:5]([C:8](=[O:9])[O:10][C:11]([CH3:12])([CH3:13])[CH3:14])[CH2:6][CH2:7]1>>[O:1]([C:2]1([c:15]2[n:16]([CH3:20])[cH:17][cH:18][n:19]2)[CH2:3][CH2:4][N:5]([C:8](=[O:9])[O:10][C:11]([CH3:12])([CH3:13])[CH3:14])[CH2:6][CH2:7]1)[CH3:23]. Procedure: Aluminum chloride (480 g) was suspended in methylene chloride (1125 mL). Nitromethane (195 mL) was added dropwise to the suspension and the resulting mixture was stirred for one hour at room temperature. Subsequently, toluene (321 mL) was added dropwise thereto and the mixture was stirred for one hour at room temperature. Further, to the mixture was added dropwise 3-chloropropionylchloride (289 mL) at 10-15° C. and the resultant mixture was stirred for 2 hours at room temperature. After the reac... Conditions: time 1 hour. As a reaction SMILES: [Cl-].[Al+3].[Cl-].[Cl-].[N+](C)([O-])=O.[Cl:9][CH2:10][CH2:11][C:12](Cl)=[O:13].Cl.[C:16]1([CH3:22])[CH:21]=[CH:20][CH:19]=[CH:18][CH:17]=1>C(Cl)Cl.O>[CH3:22][C:16]1[CH:21]=[CH:20][C:19]([C:12](=[O:13])[CH2:11][CH2:10][Cl:9])=[CH:18][CH:17]=1 |f:0.1.2.3|. Product: CC1=CC=C(C=C1)C(CCCl)=O (4′-methyl-3-chloropropiophenone). Solvent: C(Cl)Cl (methylene chloride), O (water), C(Cl)Cl (methylene chloride). The reactants are Cl (hydrochloric acid), [Cl-].[Al+3].[Cl-].[Cl-] (Aluminum chloride), resultant mixture, [N+](=O)([O-])C (Nitromethane), ClCCC(=O)Cl (3-chloropropionylchloride), C1(=CC=CC=C1)C (toluene). Reactants: BrC(CC)C1=C(C=CC(=C1)F)F (rac-2-(1-bromo-propyl)-1,4-difluoro-benzene), C[Si](C)(C)C#N (trimethylsilyl cyanide). Yields the product FC1=C(C=C(C=C1)F)C(C#N)CC (rac-2-(2,5-Difluoro-phenyl)-butyronitrile). Reaction SMILES: Br[CH:2]([C:5]1[CH:10]=[C:9]([F:11])[CH:8]=[CH:7][C:6]=1[F:12])[CH2:3][CH3:4].C[Si]([C:17]#[N:18])(C)C>>[F:12][C:6]1[CH:7]=[CH:8][C:9]([F:11])=[CH:10][C:5]=1[CH:2]([CH2:3][CH3:4])[C:17]#[N:18]. Procedure details: rac-2-(2,5-Difluoro-phenyl)-butyronitrile was prepared from rac-2-(1-bromo-propyl)-1,4-difluoro-benzene and trimethylsilyl cyanide in analogy to Example 23 c): colourless oil.